This data is from the Open Reaction Database (ORD), a public repository of structured organic reaction records. The task is: describe an organic reaction: reactants, conditions, products, and yield Reactants: OCCBr, CCOC(=O)C1CNCCC1NS(=O)(=O)c1ccc(OCc2cc(C)nc3ccccc23)cc1, ClCCl. Yields the product CCOC(=O)C1CN(CCO)CCC1NS(=O)(=O)c1ccc(OCc2cc(C)nc3ccccc23)cc1. As a reaction SMILES: [Br:35][CH2:36][CH2:37][OH:38].[CH2:1]([CH3:2])[O:3][C:4](=[O:5])[CH:6]1[CH2:7][NH:8][CH2:9][CH2:10][CH:11]1[NH:12][S:13](=[O:14])(=[O:15])[c:16]1[cH:17][cH:18][c:19]([O:22][CH2:23][c:24]2[cH:25][c:26]([CH3:34])[n:27][c:28]3[cH:29][cH:30][cH:31][cH:32][c:33]23)[cH:20][cH:21]1.[Cl:39][CH2:40][Cl:41]>>[CH2:1]([CH3:2])[O:3][C:4](=[O:5])[CH:6]1[CH2:7][N:8]([CH2:36][CH2:37][OH:38])[CH2:9][CH2:10][CH:11]1[NH:12][S:13](=[O:14])(=[O:15])[c:16]1[cH:17][cH:18][c:19]([O:22][CH2:23][c:24]2[cH:25][c:26]([CH3:34])[n:27][c:28]3[cH:29][cH:30][cH:31][cH:32][c:33]23)[cH:20][cH:21]1.